Dataset: the Open Reaction Database (ORD), a public repository of structured organic reaction records. Task: describe an organic reaction: reactants, conditions, products, and yield Starting materials: OC1=C(C=C(C=C1)C(C)=O)OC (1-(4-hydroxy-3-methoxyphenyl)ethanone), C([O-])([O-])=O.[K+].[K+] (potassium carbonate), CN(C)C=O (DMF), BrC1=CC(=C(C=C1)CBr)F (4-bromo-1-(bromomethyl)-2-fluorobenzene). Solvent: O (water), CO (Methanol). Conditions: time 2 hour. Yields the product BrC1=CC(=C(COC2=C(C=C(C=C2)C(C)=O)OC)C=C1)F (1-[4-(4-bromo-2-fluorobenzyloxy)-3-methoxyphenyl]ethanone). Yield: 99.5%. Reaction SMILES: [OH:1][C:2]1[CH:7]=[CH:6][C:5]([C:8](=[O:10])[CH3:9])=[CH:4][C:3]=1[O:11][CH3:12].C(=O)([O-])[O-].[K+].[K+].CN(C=O)C.[Br:24][C:25]1[CH:30]=[CH:29][C:28]([CH2:31]Br)=[C:27]([F:33])[CH:26]=1>O.CO>[Br:24][C:25]1[CH:30]=[CH:29][C:28]([CH2:31][O:1][C:2]2[CH:7]=[CH:6][C:5]([C:8](=[O:10])[CH3:9])=[CH:4][C:3]=2[O:11][CH3:12])=[C:27]([F:33])[CH:26]=1 |f:1.2.3|. Procedure: 1-(4-hydroxy-3-methoxyphenyl)ethanone (25.0 g, 0.15 mol) and potassium carbonate (15.4 g, 0.11 mol) were added to DMF (80 mL). 4-bromo-1-(bromomethyl)-2-fluorobenzene (50.2 g, 0.19 mol) was added to the mixture, and the mixture was stirred at room temperature for 2 hours and then stirred at 60° C. for 16 hours. Methanol (40 mL) was added to this reaction solution, which was stirred at 60° C. for 1 hour and then blended with water (200 mL). The precipitated crystals were filtered and washed with ... The reactants are C(C)(C)(C)OC(=O)N1C(CC(C(C1)=CO)=O)C1=CC=CC=C1 (5-hydroxymethylene-4-oxo-2-phenyl-piperidine-1-carboxylic acid tert-butyl ester), O.NN (Hydrazine monohydrate). The solvent is CO (MeOH). Reaction conditions: time 1 hour. Product: C(C)(C)(C)OC(=O)N1CC2=C(CC1C1=CC=CC=C1)NN=C2 (6-phenyl-1,4,6,7-tetrahydro-pyrazolo[4,3-c]pyridine-5-carboxylic acid tert-butyl ester). Reaction SMILES: [C:1]([O:5][C:6]([N:8]1[CH2:13][C:12](=[CH:14]O)[C:11](=O)[CH2:10][CH:9]1[C:17]1[CH:22]=[CH:21][CH:20]=[CH:19][CH:18]=1)=[O:7])([CH3:4])([CH3:3])[CH3:2].O.[NH2:24][NH2:25]>CO>[C:1]([O:5][C:6]([N:8]1[CH:9]([C:17]2[CH:22]=[CH:21][CH:20]=[CH:19][CH:18]=2)[CH2:10][C:11]2[NH:24][N:25]=[CH:14][C:12]=2[CH2:13]1)=[O:7])([CH3:4])([CH3:3])[CH3:2] |f:1.2|. Procedure details: Compound 51 (310 mg, 1.02 mmol) from the previous step was dissolved in MeOH (3 ml). Hydrazine monohydrate (0.1 ml, 2.04 mmol) was added to the solution and then stirred at room temperature for 1 hour. Solvent was removed under reduced pressure to afford a yellow gel as the desired product. LCMS 300.2 (M+1) Reactants: COC=1C=C(CNC=2N=C(C3=C(N2)C=CS3)C(=O)C=3SC=CC3)C=CC1OC (2-[N-(3,4-dimethoxybenzyl)]aminothieno[3,2-d]pyrimidin-4-yl 2-thienylmethanone), C(=O)(C(F)(F)F)O (TFA). Procedure: A mixture of 2-[N-(3,4-dimethoxybenzyl)]aminothieno[3,2-d]pyrimidin-4-yl 2-thienylmethanone (0.06 g, 0.15 mmol) and TFA (2 mL) was refluxed for 2 h, cooled, concentrated in vacuo to half its original volume, diluted with CH2Cl2 (50 mL), washed with saturated sodium bicarbonate solution (3×25 mL) then brine (25 mL), dried (MgSO4), concentrated in vacuo and purified by chromatography [SiO2; heptane-EtOAc (3:1)] to give the title compound (40 mg, 100%) as a yellow solid. As a reaction SMILES: COC1C=C(C=CC=1OC)C[NH:7][C:8]1[N:9]=[C:10]([C:17]([C:19]2[S:20][CH:21]=[CH:22][CH:23]=2)=[O:18])[C:11]2[S:16][CH:15]=[CH:14][C:12]=2[N:13]=1.C(O)(C(F)(F)F)=O>>[NH2:7][C:8]1[N:9]=[C:10]([C:17]([C:19]2[S:20][CH:21]=[CH:22][CH:23]=2)=[O:18])[C:11]2[S:16][CH:15]=[CH:14][C:12]=2[N:13]=1. Yield: 102.0%. Yields the product NC=1N=C(C2=C(N1)C=CS2)C(=O)C=2SC=CC2 (2-Aminothieno[3,2-d]pyrimidin-4-yl 2-thienylmethanone). The reactants are Cc1ccccc1, CC(C)=O, O=C=NCCCl, CCn1c(C#Cc2ccc(N)cc2)c(C#N)c2ccc(OC)cc21. Yields the product CCn1c(C#Cc2ccc(NC(=O)NCCCl)cc2)c(C#N)c2ccc(OC)cc21. RXN SMILES: [CH3:31][c:32]1[cH:33][cH:34][cH:35][cH:36][cH:37]1.[CH3:38][C:39](=[O:40])[CH3:41].[Cl:25][CH2:26][CH2:27][N:28]=[C:29]=[O:30].[NH2:1][c:2]1[cH:3][cH:4][c:5]([C:8]#[C:9][c:10]2[n:11]([CH2:23][CH3:24])[c:12]3[cH:13][c:14]([O:21][CH3:22])[cH:15][cH:16][c:17]3[c:18]2[C:19]#[N:20])[cH:6][cH:7]1>>[NH:1]([c:2]1[cH:3][cH:4][c:5]([C:8]#[C:9][c:10]2[n:11]([CH2:23][CH3:24])[c:12]3[cH:13][c:14]([O:21][CH3:22])[cH:15][cH:16][c:17]3[c:18]2[C:19]#[N:20])[cH:6][cH:7]1)[C:29]([NH:28][CH2:27][CH2:26][Cl:25])=[O:30]. The reactants are OC=1C(OC2=CC=CC=C2C1)=O (hydroxycoumarin), C1CCOC1 (THF). The reagents and catalysts are [OH-].[Pd+2].[OH-] (palladium hydroxide). Run at time 2 hour. The product is OC1=CC=C2CCC(OC2=C1)=O (7-hydroxychroman-2-one). RXN SMILES: O[C:2]1[C:3](=[O:12])[O:4][C:5]2[C:10]([CH:11]=1)=[CH:9][CH:8]=[CH:7][CH:6]=2.C1C[O:16]CC1>[OH-].[Pd+2].[OH-]>[OH:16][C:7]1[CH:6]=[C:5]2[C:10]([CH2:11][CH2:2][C:3](=[O:12])[O:4]2)=[CH:9][CH:8]=1 |f:2.3.4|. Reported procedure: A solution of hydroxycoumarin (2.0 g, TCI) in anhydrous THF (50 ml) was added with 10% palladium hydroxide/activated carbon (1.0 g, WAKO), and stirred at room temperature for 2 hours under hydrogen atmosphere. The atmosphere was replaced with nitrogen gas, and then the insoluble matters were removed by filtration through Celite. The solvent was evaporated under reduced pressure to obtain the title compound (2.0 g).